From a dataset of the Open Reaction Database (ORD), a public repository of structured organic reaction records. describe an organic reaction: reactants, conditions, products, and yield The reactants are [C-]#N, Cl, N#C[K], O=N[O-], Nc1ccc(N2N=C3c4cc(Cl)ccc4CCC3CC2=O)cc1, [Na+], [Na+], [Na+], O=C([O-])[O-], O. The product is N#Cc1ccc(N2N=C3c4cc(Cl)ccc4CCC3CC2=O)cc1. As a reaction SMILES: [C-:35]#[N:36].[ClH:24].[K:37][C:38]#[N:39].[N:25]([O-:26])=[O:27].[NH2:1][c:2]1[cH:3][cH:4][c:5]([N:8]2[N:9]=[C:10]3[c:11]4[c:12]([cH:19][cH:20][c:21]([Cl:23])[cH:22]4)[CH2:13][CH2:14][CH:15]3[CH2:16][C:17]2=[O:18])[cH:6][cH:7]1.[Na+:28].[Na+:29].[Na+:30].[O-:31][C:32](=[O:33])[O-:34].[OH2:40]>>[c:2]1([C:38]#[N:39])[cH:3][cH:4][c:5]([N:8]2[N:9]=[C:10]3[c:11]4[c:12]([cH:19][cH:20][c:21]([Cl:23])[cH:22]4)[CH2:13][CH2:14][CH:15]3[CH2:16][C:17]2=[O:18])[cH:6][cH:7]1. Reactants: C(CC(=O)OC)(C(=O)OC)C(=O)OC (Trimethyl ethane-1,1,2-tricarboxylate), Cl.C(C)(=N)N (acetamidine hydrochloride), C[O-].[Na+] (sodium methylate). Run in CO (methanol). The product is OC1=NC(=NC(=C1CC(=O)OC)O)C (methyl 4,6-dihydroxy-2-methyl-pyrimidin-5-yl-acetate). Reaction SMILES: [CH:1]([C:11]([O:13]C)=O)([C:7](OC)=[O:8])[CH2:2][C:3]([O:5][CH3:6])=[O:4].Cl.[C:16]([NH2:19])(=[NH:18])[CH3:17].C[O-].[Na+]>CO>[OH:13][C:11]1[C:1]([CH2:2][C:3]([O:5][CH3:6])=[O:4])=[C:7]([OH:8])[N:19]=[C:16]([CH3:17])[N:18]=1 |f:1.2,3.4|. Procedure: Trimethyl ethane-1,1,2-tricarboxylate (204 g, 1 mol) and acetamidine hydrochloride (95 g, mol) are added to a solution of sodium methylate (108 g, 2 mol) in methanol (600 ml) with stirring. The mixture is stirred for 16 hours at room temperature. Acidification with concentrated hydrochloric acid, filtration, washing with cold water and drying gives the methyl 4,6-dihydroxy-2-methyl-pyrimidin-5-yl-acetate (or tautomeric forms thereof) as a colorless solid (210 g), m.p.>200° C. Starting materials: CC(=O)OC(C)=O, COc1ccc(CN(Cc2ccc(OC)cc2)c2nc(C)nc(-c3cc(CN4CCN(S(C)(=O)=O)CC4)cnc3Nc3ccc(N)nc3)n2)cc1, CN(C)C=O, O, c1ccncc1. The product is COc1ccc(CN(Cc2ccc(OC)cc2)c2nc(C)nc(-c3cc(CN4CCN(S(C)(=O)=O)CC4)cnc3Nc3ccc(NC(C)=O)nc3)n2)cc1. Reaction SMILES: [CH3:1][C:2](=[O:3])[O:4][C:5](=[O:6])[CH3:7].[CH3:8][O:9][c:10]1[cH:11][cH:12][c:13]([CH2:14][N:15]([c:16]2[n:17][c:18](-[c:23]3[c:24]([NH:40][c:41]4[cH:42][cH:43][c:44]([NH2:47])[n:45][cH:46]4)[n:25][cH:26][c:27]([CH2:29][N:30]4[CH2:31][CH2:32][N:33]([S:36](=[O:37])(=[O:38])[CH3:39])[CH2:34][CH2:35]4)[cH:28]3)[n:19][c:20]([CH3:22])[n:21]2)[CH2:48][c:49]2[cH:50][cH:51][c:52]([O:55][CH3:56])[cH:53][cH:54]2)[cH:57][cH:58]1.[O:66]=[CH:67][N:68]([CH3:69])[CH3:70].[OH2:65].[cH:59]1[cH:60][cH:61][n:62][cH:63][cH:64]1>>[CH3:1][C:2](=[O:3])[NH:47][c:44]1[cH:43][cH:42][c:41]([NH:40][c:24]2[c:23](-[c:18]3[n:17][c:16]([N:15]([CH2:14][c:13]4[cH:12][cH:11][c:10]([O:9][CH3:8])[cH:58][cH:57]4)[CH2:48][c:49]4[cH:50][cH:51][c:52]([O:55][CH3:56])[cH:53][cH:54]4)[n:21][c:20]([CH3:22])[n:19]3)[cH:28][c:27]([CH2:29][N:30]3[CH2:31][CH2:32][N:33]([S:36](=[O:37])(=[O:38])[CH3:39])[CH2:34][CH2:35]3)[cH:26][n:25]2)[cH:46][n:45]1. Yields the product O=C(NC1CCCCC1)c1cnn(-c2ccc(Br)cc2)c1C1CC1. As a reaction SMILES: [Br:1][c:2]1[cH:3][cH:4][c:5](-[n:8]2[n:9][cH:10][c:11]([C:16](=[O:17])[OH:18])[c:12]2[CH:13]2[CH2:14][CH2:15]2)[cH:6][cH:7]1.[CH:32]([N:33]([CH2:34][CH3:35])[CH:36]([CH3:37])[CH3:38])([CH3:39])[CH3:40].[Cl:19][C:20]([C:21]([Cl:22])=[O:23])=[O:24].[Cl:41][CH2:42][Cl:43].[NH2:25][CH:26]1[CH2:27][CH2:28][CH2:29][CH2:30][CH2:31]1.[O:45]=[CH:46][N:47]([CH3:48])[CH3:49].[OH2:44]>>[Br:1][c:2]1[cH:3][cH:4][c:5](-[n:8]2[n:9][cH:10][c:11]([C:16](=[O:18])[NH:25][CH:26]3[CH2:27][CH2:28][CH2:29][CH2:30][CH2:31]3)[c:12]2[CH:13]2[CH2:14][CH2:15]2)[cH:6][cH:7]1. Reactants: O=C(O)c1cnn(-c2ccc(Br)cc2)c1C1CC1, CCN(C(C)C)C(C)C, O=C(Cl)C(=O)Cl, ClCCl, NC1CCCCC1, CN(C)C=O, O. Starting materials: BrC1=C(C2=C(SC(=C2)Br)S1)CN1CC(C1)CS(=O)(=O)C1=CC=C(C=C1)F (1-[(2,5-Dibromothieno[2.3-b]thien-3-yl)methyl]-3-{[(4-fluorophenyl)sulfonyl]methyl}azetidine), [H][H] (hydrogen). Reagents/catalysts: [Pd] (palladium on carbon). Run in CO (methanol). The product is FC1=CC=C(C=C1)S(=O)(=O)CC1CN(C1)CC1=CSC=2SC=CC21 (3-{[(4-Fluorophenyl)sulfonyl]methyl}1-(thieno[2.3-b]thien-3-ylmethyl)azetidine). The yield is 9.4%. RXN SMILES: Br[C:2]1[S:10][C:5]2[S:6][C:7](Br)=[CH:8][C:4]=2[C:3]=1[CH2:11][N:12]1[CH2:15][CH:14]([CH2:16][S:17]([C:20]2[CH:25]=[CH:24][C:23]([F:26])=[CH:22][CH:21]=2)(=[O:19])=[O:18])[CH2:13]1.[H][H]>[Pd].CO>[F:26][C:23]1[CH:24]=[CH:25][C:20]([S:17]([CH2:16][CH:14]2[CH2:15][N:12]([CH2:11][C:3]3[C:4]4[CH:8]=[CH:7][S:6][C:5]=4[S:10][CH:2]=3)[CH2:13]2)(=[O:19])=[O:18])=[CH:21][CH:22]=1. Reported procedure: A mixture of 1-[(2,5-dibromothieno[2.3-b]thien-3-yl)methyl]-3-{[(4-fluorophenyl)sulfonyl]methyl}azetidine (Step 4, 39 mg, 0.07 mmol) and 10% palladium on carbon (50 mg) in methanol (7 mL) was stirred under a balloon of hydrogen for 3.5 hours. The catalyst was removed by filtration through Celite®, washing with methanol after the addition of triethylamine (30 μL) to quench any HBr formed. The filtrate was concentrated in vacuo. The residue was purified by preparative TLC (50% ethyl acetate/isohex... Reactants: OC(CC(=O)OCC)CCC (ethyl 3-hydroxyhexanoate), N1C=NC=C1 (imidazole), [Si](C)(C)(C(C)(C)C)Cl (tert-butyldimethylsilyl chloride). Run in CN(C)C=O (DMF), CCOCC (Et2O). Product: [Si](C)(C)(C(C)(C)C)OC(CC(=O)OCC)CCC (Ethyl 3-((tert-butyldimethylsilyl)oxy)hexanoate). Isolated yield 81.6%. Reaction SMILES: [OH:1][CH:2]([CH2:9][CH2:10][CH3:11])[CH2:3][C:4]([O:6][CH2:7][CH3:8])=[O:5].N1C=CN=C1.[Si:17](Cl)([C:20]([CH3:23])([CH3:22])[CH3:21])([CH3:19])[CH3:18]>CN(C=O)C.CCOCC>[Si:17]([O:1][CH:2]([CH2:9][CH2:10][CH3:11])[CH2:3][C:4]([O:6][CH2:7][CH3:8])=[O:5])([C:20]([CH3:23])([CH3:22])[CH3:21])([CH3:19])[CH3:18]. Reported procedure: A solution of ethyl 3-hydroxyhexanoate 1 (2.0 g, 12.5 mmol), imidazole (1.09 g, 18.7 mmol), and tert-butyldimethylsilyl chloride (2.26 g, 15.0 mmol) in DMF (25 mL) was stirred at 23° C. After 16 h the reaction was diluted with Et2O and then washed with 1N HCl, saturated aqueous NaHCO3 and brine. The organic portion was dried (MgSO4), filtered and concentrated in vacuo. The residue was purified by flash column chromatography (silica gel, 100% hex followed by 19:1 hex/EtOAc) afforded 2.8 g (82%) o... Product: N1(C=NC=C1)C1=CC=2C(=NC=C(C2S1)C#N)NCC1=CC=C(C=C1)OC (2-Imidazol-1-yl-4-(4-methoxy-benzylamino)-thieno[3,2-c]pyridine-7-carbonitrile). Yield: 56.3%. The reactants are N1C=NC=C1 (imidazole), C(=O)([O-])[O-].[Cs+].[Cs+] (Cs2CO3), IC1=CC=2C(=NC=C(C2S1)C#N)NCC1=CC=C(C=C1)OC (2-Iodo-4-(4-methoxybenzylamino)-thieno[3,2-c]pyridine-7-carbonitrile). Run in O1CCOCC1 (dioxane). Reaction SMILES: [NH:1]1[CH:5]=[CH:4][N:3]=[CH:2]1.C([O-])([O-])=O.[Cs+].[Cs+].I[C:13]1[S:21][C:20]2[C:19]([C:22]#[N:23])=[CH:18][N:17]=[C:16]([NH:24][CH2:25][C:26]3[CH:31]=[CH:30][C:29]([O:32][CH3:33])=[CH:28][CH:27]=3)[C:15]=2[CH:14]=1>[Cu]I.O1CCOCC1>[N:1]1([C:13]2[S:21][C:20]3[C:19]([C:22]#[N:23])=[CH:18][N:17]=[C:16]([NH:24][CH2:25][C:26]4[CH:31]=[CH:30][C:29]([O:32][CH3:33])=[CH:28][CH:27]=4)[C:15]=3[CH:14]=2)[CH:5]=[CH:4][N:3]=[CH:2]1 |f:1.2.3|. Conditions: time 24 hour. The reagents and catalysts are [Cu]I (CuI). Procedure details: To an oven dried Schlenk tube was added CuI (0.0057 g, 0.030 mmol), imidazole (0.097 g, 1.42 mmol), Cs2CO3 (0.405 g, 1.25 mmol). The tube was evacuated and purged to argon 5 times. Under argon, the tube was supplied with 2-iodo-4-(4-methoxybenzylamino)-thieno[3,2-c]pyridine-7-carbonitrile 27 (0.25 g, 0.59 mmol) trans-1,2-cyclohexanediamine (0.014 mL, 0.12 mmol), and dioxane (1 mL). The reaction contents were briefly evacuated and the vessel purged to argon 3 times, then sealed and brought to 110... The reactants are solution, Cl (hydrogen chloride), CN1C(CCCC1)CCOC1=C(C=CC=C1)CCC1=CC=CC=C1 (1-methyl-2-{2-[2-(2-phenylethyl)phenoxy]ethyl}piperidine), C(C)(=O)OCC (ethyl acetate). Run in O1CCOCC1 (dioxane). Product: Cl.CN1C(CCCC1)CCOC1=C(C=CC=C1)CCC1=CC=CC=C1 (1-Methyl-2-{2-[2-(2-phenylethyl)phenoxy]ethyl}piperidine hydrochloride). The yield is 47.0%. Reaction SMILES: [ClH:1].[CH3:2][N:3]1[CH2:8][CH2:7][CH2:6][CH2:5][CH:4]1[CH2:9][CH2:10][O:11][C:12]1[CH:17]=[CH:16][CH:15]=[CH:14][C:13]=1[CH2:18][CH2:19][C:20]1[CH:25]=[CH:24][CH:23]=[CH:22][CH:21]=1.C(OCC)(=O)C>O1CCOCC1>[ClH:1].[CH3:2][N:3]1[CH2:8][CH2:7][CH2:6][CH2:5][CH:4]1[CH2:9][CH2:10][O:11][C:12]1[CH:17]=[CH:16][CH:15]=[CH:14][C:13]=1[CH2:18][CH2:19][C:20]1[CH:25]=[CH:24][CH:23]=[CH:22][CH:21]=1 |f:4.5|. Procedure: 0.6 ml of a 4N solution of hydrogen chloride in dioxane was added to a solution of 670 mg of 1-methyl-2-{2-[2-(2-phenylethyl)phenoxy]ethyl}piperidine [prepared as described in step (a) above] in a suitable amount of ethyl acetate, and the resulting mixture was concentrated by distillation under reduced pressure. The resulting solid residue was recrystallized from ethyl acetate, to give 350 mg (yield 47%) of the title compound as colorless crystals, melting at 128°-130° C. Reactants: C(C)(C)(C)OC(=O)NC1CC12CCN(CC2)C2=C(C=C1C(C(=CN(C1=C2F)C2CC2)C(=O)O)=O)F (7-(1-tert-Butoxycarbonylamino-6-azaspiro[2.5]oct-6-yl)-1-cyclopropyl-6,8-difluoro-1,4-dihydro-4-oxo-quinoline-3-carboxylic acid), Cl (hydrochloric acid). Yields the product Cl.NC1CC12CCN(CC2)C2=C(C=C1C(C(=CN(C1=C2F)C2CC2)C(=O)O)=O)F (7-(1-Amino-6-azaspiro[2,5]oct-6-yl)-1-cyclopropyl-6,8-difluoro-1,4,-dihydro-4-oxo-quinoline-3-carboxylic acid, hydrochloride salt). Isolated yield 43.0%. RXN SMILES: C(OC([NH:8][CH:9]1[C:11]2([CH2:16][CH2:15][N:14]([C:17]3[C:26]([F:27])=[C:25]4[C:20]([C:21](=[O:34])[C:22]([C:31]([OH:33])=[O:32])=[CH:23][N:24]4[CH:28]4[CH2:30][CH2:29]4)=[CH:19][C:18]=3[F:35])[CH2:13][CH2:12]2)[CH2:10]1)=O)(C)(C)C.[ClH:36]>>[ClH:36].[NH2:8][CH:9]1[C:11]2([CH2:16][CH2:15][N:14]([C:17]3[C:26]([F:27])=[C:25]4[C:20]([C:21](=[O:34])[C:22]([C:31]([OH:33])=[O:32])=[CH:23][N:24]4[CH:28]4[CH2:30][CH2:29]4)=[CH:19][C:18]=3[F:35])[CH2:13][CH2:12]2)[CH2:10]1 |f:2.3|. Reported procedure: According to the procedure of example 1B, the compound of step A (352.2 mg, crude) was hydrolyzed with hydrochloric acid to provide the title product, mp 241° C. (decomp.), 130.7 mg (0.31 mmol, 43% yield for two steps).